This data is from the Open Reaction Database (ORD), a public repository of structured organic reaction records. The task is: describe an organic reaction: reactants, conditions, products, and yield Reactants: [H-].C(C(C)C)[Al+]CC(C)C (diisobutylaluminum hydride), C(C)C1=NC=2C(=NC(=CC2C)C)N1CC=1C=C(C(=O)OC)C=CC1 (Methyl 3-(2-ethyl-5,7-dimethylimidazo[4,5-b]pyridin-3-ylmethyl)benzoate), O.O.O.O.C(=O)([O-])C(O)C(O)C(=O)[O-].[Na+].[K+] ((+)-potassium sodium tartrate tetrahydrate). Run in C(C)(=O)OCC (ethyl acetate), C1(=CC=CC=C1)C (toluene). Reaction conditions: temperature 0 celsius, time 1.5 hour. The product is C(C)C1=NC=2C(=NC(=CC2C)C)N1CC=1C=C(CO)C=CC1 (3-(2-Ethyl-5,7-dimethylimidazo[4,5-b]pyridin-3-ylmethyl)benzylalcohol). The yield is 96.3%. Reaction SMILES: [CH2:1]([C:3]1[N:13]([CH2:14][C:15]2[CH:16]=[C:17]([CH:22]=[CH:23][CH:24]=2)[C:18](OC)=[O:19])[C:6]2=[N:7][C:8]([CH3:12])=[CH:9][C:10]([CH3:11])=[C:5]2[N:4]=1)[CH3:2].[H-].C([Al+]CC(C)C)C(C)C.O.O.O.O.C(C(C(C([O-])=O)O)O)([O-])=O.[Na+].[K+]>C1(C)C=CC=CC=1.C(OCC)(=O)C>[CH2:1]([C:3]1[N:13]([CH2:14][C:15]2[CH:16]=[C:17]([CH:22]=[CH:23][CH:24]=2)[CH2:18][OH:19])[C:6]2=[N:7][C:8]([CH3:12])=[CH:9][C:10]([CH3:11])=[C:5]2[N:4]=1)[CH3:2] |f:1.2,3.4.5.6.7.8.9|. Reported procedure: Compound 12 (2.64 g, 8.16 mmol) was dissolved in toluene (40 mL), and diisobutylaluminum hydride (1.0 mol/L toluene solution, 24.5 mL) was added to the solution at 0° C. under argon atmosphere, followed by stirring at 0° C. for 1.5 hours. The reaction mixture was added with a saturated aqueous (+)-potassium sodium tartrate tetrahydrate solution to terminate the reaction, and diluted with ethyl acetate, followed by stirring vigorously for 30 minutes. The organic layer was separated from the aqueo... Starting materials: FC(C(=O)O)(F)F (trifluoroacetic acid), C[Si](C)(C)[N-][Si](C)(C)C.[Li+] (lithium bis(trimethylsilyl)amide), ClC(CCC)B1OC(C(O1)(C)C)(C)C (2-[1(RS)-chlorobutyl]-4,4,5,5-tetramethyl-1,3,2-dioxaborolane). The solvent is O1CCCC1 (tetrahydrofuran), O1CCCC1 (tetrahydrofuran). Run at time 8 hour. The product is FC(C(=O)O)(F)F.C(CC)C(N)B1OC(C(O1)(C)C)(C)C (α-(RS)-propyl-4,4,5,5-tetramethyl-1,3,2-dioxaborolane-2-methylamine trifluoroacetate). The yield is 117.2%. RXN SMILES: C[Si]([N-:5][Si](C)(C)C)(C)C.[Li+].Cl[CH:12]([B:16]1[O:20][C:19]([CH3:22])([CH3:21])[C:18]([CH3:24])([CH3:23])[O:17]1)[CH2:13][CH2:14][CH3:15].[F:25][C:26]([F:31])([F:30])[C:27]([OH:29])=[O:28]>O1CCCC1>[F:25][C:26]([F:31])([F:30])[C:27]([OH:29])=[O:28].[CH2:13]([CH:12]([B:16]1[O:20][C:19]([CH3:22])([CH3:21])[C:18]([CH3:24])([CH3:23])[O:17]1)[NH2:5])[CH2:14][CH3:15] |f:0.1,5.6|. Reported procedure: 1.7 ml (1.7 mmol) of 1M lithium bis(trimethylsilyl)amide in tetrahydrofuran were added dropwise to a solution of 0.37 g (1.69 mmol) of 2-[1(RS)-chlorobutyl]-4,4,5,5-tetramethyl-1,3,2-dioxaborolane in 20 ml of tetrahydrofuran under nitrogen at -78° C. The solution was then stirred overnight at room temperature. The solvent was removed by evaporation and the residue was taken up in diethyl ether. Insoluble material was removed by filtration and the filtrate was cooled to 0° C. 0.39 ml (5.1 mmol) o... Starting materials: C1(\C=C/C(=O)O1)=O (maleic anhydride), C(C)(=O)OC(C)=O (acetic anhydride), C1(=CC(=CC=C1)CN)CN (m-xylylenediamine), C(C)(=O)[O-].[Na+] (sodium acetate). The product is C1(=CC(=CC=C1)CN1C(C=CC1=O)=O)CN1C(C=CC1=O)=O (1,1′-(1,3-phenylenebis(methylene))bis(1H-pyrrole-2,5-dione)). Reaction SMILES: [C:1]1(=[O:7])O[C:4](=[O:5])[CH:3]=[CH:2]1.[C:8]1([CH2:16][NH2:17])[CH:13]=[CH:12][CH:11]=[C:10]([CH2:14][NH2:15])[CH:9]=1.[C:18]([O-:21])(=O)[CH3:19].[Na+].[C:23](OC(=O)C)(=[O:25])[CH3:24]>>[C:8]1([CH2:16][N:17]2[C:1](=[O:7])[CH:2]=[CH:3][C:4]2=[O:5])[CH:13]=[CH:12][CH:11]=[C:10]([CH2:14][N:15]2[C:18](=[O:21])[CH:19]=[CH:24][C:23]2=[O:25])[CH:9]=1 |f:2.3|. Reported procedure: The general procedure was carried out using maleic anhydride (20.59 g, 210 mmol), m-xylylenediamine (13.62 g, 100 mmol), sodium acetate (1.64 g, 20 mmol), and acetic anhydride (22.46 g, 220 mmol). The resulting compound was purified by column chromatography (97:3 DCM:EtOAc), and the product obtained as a white solid (6.51 g/22%). The reactants are C(C(=C)C)(=O)Cl (methacryloyl chloride), NO (hydroxylamine), C(C(=C)C)(=O)Cl (methacryloyl chloride), Cl.NO (Hydroxylamine hydrochloride), C(C(=C)C)(=O)Cl (methacryloyl chloride), Cl (hydrochloride). The solvent is N1=CC=CC=C1 (pyridine), N1=CC=CC=C1 (pyridine), N1=CC=CC=C1 (pyridine). Conditions: time 2 hour. Yields the product C(C(=C)C)(=O)NOC(C(=C)C)=O (N,O-dimethacryloylhydroxylamine). Reaction SMILES: [NH2:1][OH:2].[C:3](Cl)(=[O:7])[C:4]([CH3:6])=[CH2:5].Cl.NO.Cl>N1C=CC=CC=1>[C:3]([NH:1][O:2][C:3](=[O:7])[C:4]([CH3:6])=[CH2:5])(=[O:7])[C:4]([CH3:6])=[CH2:5] |f:2.3|. Procedure details: N,O-dimethacryloylhydroxylamine was prepared by the reaction of hydroxylamine with methacryloyl chloride in pyridine medium. Hydroxylamine hydrochloride (10 g; 0.144 mol) was dissolved in 50 ml pyridine (0.632 mol) and 25.4 g (0.243 mol) methacryloyl chloride was dropwise added. Temperature of the reaction mixture was kept below 45° C. After completed addition of methacryloyl chloride, the mixture was stirred at ambient temperature for 2 hours. Then, the mixture was diluted with 100 ml dropwise ... Reaction SMILES: CC1(C)C(C)(C)OB([C:9]2[CH:17]=[CH:16][CH:15]=[C:14]3[C:10]=2[CH2:11][NH:12][C:13]3=[O:18])O1.Br[C:21]1[N:26]=[CH:25][C:24]([NH:27][C:28]([NH:30][C:31]2[CH:36]=[CH:35][CH:34]=[C:33]([CH3:37])[CH:32]=2)=[O:29])=[CH:23][CH:22]=1.NC1C=C(Br)C=CN=1.C1(C)C=CC=C(N=C=O)C=1.C([O-])([O-])=O.[Na+].[Na+]>C1(C)C=CC=CC=1.O.C(OCC)C.C1C=CC([P]([Pd]([P](C2C=CC=CC=2)(C2C=CC=CC=2)C2C=CC=CC=2)([P](C2C=CC=CC=2)(C2C=CC=CC=2)C2C=CC=CC=2)[P](C2C=CC=CC=2)(C2C=CC=CC=2)C2C=CC=CC=2)(C2C=CC=CC=2)C2C=CC=CC=2)=CC=1>[CH3:37][C:33]1[CH:32]=[C:31]([NH:30][C:28]([NH:27][C:24]2[CH:25]=[N:26][C:21]([C:9]3[CH:17]=[CH:16][CH:15]=[C:14]4[C:10]=3[CH2:11][NH:12][C:13]4=[O:18])=[CH:22][CH:23]=2)=[O:29])[CH:36]=[CH:35][CH:34]=1 |f:4.5.6,^1:78,80,99,118|. The yield is 14.2%. Run in C(C)OCC (diethyl ether), C1(=CC=CC=C1)C (toluene), O (water). The reagents and catalysts are C=1C=CC(=CC1)[P](C=2C=CC=CC2)(C=3C=CC=CC3)[Pd]([P](C=4C=CC=CC4)(C=5C=CC=CC5)C=6C=CC=CC6)([P](C=7C=CC=CC7)(C=8C=CC=CC8)C=9C=CC=CC9)[P](C=1C=CC=CC1)(C=1C=CC=CC1)C=1C=CC=CC1 (tetrakis(triphenylphosphine)palladium). Reactants: CC1(OB(OC1(C)C)C1=C2CNC(C2=CC=C1)=O)C (4-(4,4,5,5-tetramethyl-1,3,2-dioxaborolan-2-yl)-1-isoindolinone), BrC1=CC=C(C=N1)NC(=O)NC1=CC(=CC=C1)C (N-(6-bromo-3-pyridinyl)-N′-(3-methylphenyl)urea), NC1=NC=CC(=C1)Br (2-amino-4-bromopyridine), C1(=CC(=CC=C1)N=C=O)C (m-tolylisocyanate), C(=O)([O-])[O-].[Na+].[Na+] (Na2CO3). Procedure: A solution of Example 54A (259 mg, 1 mmol) and N-(6-bromo-3-pyridinyl)-N′-(3-methylphenyl)urea (367 mg, 1.2 mmol) (prepared from 2-amino-4-bromopyridine and m-tolylisocyanate following the procedure of Example 1E) in toluene (6 mL) and ethanol (6 mL) was degassed with N2 then treated sequentially with a solution of Na2CO3 (509 mg, 4.8 mmol) in water (3 mL) and tetrakis(triphenylphosphine)palladium (0) (208 mg, 0.187 mmol) and stirred at reflux overnight. The resulting suspension was cooled to ro... The product is CC=1C=C(C=CC1)NC(=O)NC=1C=NC(=CC1)C1=C2CNC(C2=CC=C1)=O (N-(3-methylphenyl)-N′-[6-(1-oxo-2,3-dihydro-1H-isoindol-4-yl)-3-pyridinyl]urea). The reactants are O (water), NC1=CC(=C(C=C1F)O)Cl (4-amino-2-chloro-5-fluorophenol), ClC1=NC=CC(=C1)Cl (2,4-dichloro-pyridine), C(=O)([O-])[O-].[K+].[K+] (K2CO3). Run in CS(=O)C (DMSO). Yields the product ClC=1C(=CC(=C(C1)N)F)OC1=CC(=NC=C1)Cl (5-chloro-4-(2-chloro-pyridin-4-yloxy)-2-fluoro-phenylamine). Isolated yield 29.7%. As a reaction SMILES: [NH2:1][C:2]1[C:7]([F:8])=[CH:6][C:5]([OH:9])=[C:4]([Cl:10])[CH:3]=1.[Cl:11][C:12]1[CH:17]=[C:16](Cl)[CH:15]=[CH:14][N:13]=1.C([O-])([O-])=O.[K+].[K+].O>CS(C)=O>[Cl:10][C:4]1[C:5]([O:9][C:16]2[CH:15]=[CH:14][N:13]=[C:12]([Cl:11])[CH:17]=2)=[CH:6][C:7]([F:8])=[C:2]([NH2:1])[CH:3]=1 |f:2.3.4|. Reported procedure: A solution of 4-amino-2-chloro-5-fluorophenol (6.0 g, 37 mmol), 2,4-dichloro-pyridine (5.3 g, 37 mmol) and K2CO3 (5.2 g, 37 mmol) in DMSO (100 mL) was heated at 80° C. under nitrogen overnight. The mixture was cooled to RT, poured into water (300 mL), and extracted with EtOAc (3×200 mL). The combined organics were washed with brine (3×100 mL), dried over Na2SO4, and concentrated in vacuo. The residue was purified by silica gel chromatography (EtOAc/petroleum ether) to give 5-chloro-4-(2-chloro-p... Reactants: C1(CCCCC1)=O (cyclohexanone), O=C[C@H](O)[C@@H](O)[C@H](O)[C@H](O)CO (D-glucose), [Sb](Cl)(Cl)(Cl)(Cl)Cl (antimony pentachloride). Solvent: ClCCl (dichloromethane). Reaction conditions: temperature 68 celsius, time 8 hour. The product is C1CCC2(CC1)OCC(O2)[C@@H]3[C@@H]([C@@H]4[C@H](O3)OC5(O4)CCCCC5)O (1,2:5,6-di-O-cyclohexylidene-α-D-glucofuranose). The yield is 66.4%. RXN SMILES: [C:1]1(=[O:7])[CH2:6][CH2:5][CH2:4][CH2:3][CH2:2]1.O=[CH:9][C@@H:10]([C@H:12]([C@@H:14]([C@@H:16]([CH2:18][OH:19])[OH:17])[OH:15])[OH:13])[OH:11].[Sb](Cl)(Cl)(Cl)(Cl)Cl>ClCCl>[CH2:4]1[CH2:5][CH2:6][C:1]2([O:11][CH:10]([C@H:12]3[O:13][C@@H:18]4[O:19][C:1]5([CH2:6][CH2:5][CH2:4][CH2:3][CH2:2]5)[O:17][C@@H:16]4[C@H:14]3[OH:15])[CH2:9][O:7]2)[CH2:2][CH2:3]1. Procedure details: To a mixed solution consisting of 150 ml of cyclohexanone and 120 ml of dichloromethane were added 10.0 g of D-glucose and 299 mg of antimony pentachloride, and the mixture was refluxed with stirring in a water bath of 68° C. for 8 hours. During this reaction, the refluxing solvent was dried with 35 g of Molecular Sieves 3A interposed between the reaction vessel and the condenser. After completion of the reaction, 1.71 g of the starting sugar was recovered by filtration, and the reaction solutio... Starting materials: C1(CCCCC1)C(C(C(F)(F)F)O)[N+](=O)[O-] (3-cyclohexyl-1,1,1-trifluoro-3-nitropropan-2-ol), [OH-].COC(=O)NS(=O)(=O)[N+](CC)(CC)CC ([methoxycarbonylsulfamoyl]triethylammonium hydroxide), CC[N+](CC)(CC)S(=O)(=O)N=C([O-])OC (Burgess reagent). The solvent is C1=CC=CC=C1 (benzene). Conditions: temperature 70 celsius. Product: FC(C=C([N+](=O)[O-])C1CCCCC1)(F)F ((3,3,3-trifluoro-1-nitroprop-1-enyl)cyclohexane). The yield is 66.0%. RXN SMILES: [CH:1]1([CH:7]([N+:14]([O-:16])=[O:15])[CH:8](O)[C:9]([F:12])([F:11])[F:10])[CH2:6][CH2:5][CH2:4][CH2:3][CH2:2]1.[OH-].COC(NS([N+](CC)(CC)CC)(=O)=O)=O.CC[N+](S(N=C(OC)[O-])(=O)=O)(CC)CC>C1C=CC=CC=1>[F:10][C:9]([F:11])([F:12])[CH:8]=[C:7]([CH:1]1[CH2:2][CH2:3][CH2:4][CH2:5][CH2:6]1)[N+:14]([O-:16])=[O:15] |f:1.2|. Procedure details: A mixture of 3-cyclohexyl-1,1,1-trifluoro-3-nitropropan-2-ol (2) (1.015 gm) and ([methoxycarbonylsulfamoyl]triethylammonium hydroxide, inner salt) (Burgess reagent) (2.2 gm) in benzene (10 mL) was heated to 70° C. for 1.5 hours. After cooling the reaction mixture to room temperature, the organic layer was decanted away from the solids and evaporated to dryness under reduced pressure. Purification of the crude product on silica gel chromatography (eluting with 2% ethyl acetate/hexane) gave (3,3,3... Reactants: ice water, [H-].[Na+] (sodium hydride), CI (methyl iodide), ClC=1C=CC2=C(C(=NN(C(N2)=S)C)C2=CC=CC=C2)C1 (7-chloro-1,3-dihydro-3-methyl-5-phenyl-2H-1,3,4-benzotriazepine-2-thione). The solvent is CN(C=O)C (N,N-dimethylformamide). Reaction conditions: temperature 6 celsius. Product: ClC=1C=CC2=C(C(=NN(C(=N2)SC)C)C2=CC=CC=C2)C1 (7-chloro-3-methyl-2-(methylthio)-5-phenyl-3H-1,3,4-benzotriazepine). As a reaction SMILES: [H-].[Na+].[Cl:3][C:4]1[CH:5]=[CH:6][C:7]2[NH:13][C:12](=[S:14])[N:11]([CH3:15])[N:10]=[C:9]([C:16]3[CH:21]=[CH:20][CH:19]=[CH:18][CH:17]=3)[C:8]=2[CH:22]=1.[CH3:23]I>CN(C)C=O>[Cl:3][C:4]1[CH:5]=[CH:6][C:7]2[N:13]=[C:12]([S:14][CH3:23])[N:11]([CH3:15])[N:10]=[C:9]([C:16]3[CH:21]=[CH:20][CH:19]=[CH:18][CH:17]=3)[C:8]=2[CH:22]=1 |f:0.1|. Procedure details: The reaction vessel was charged with 11.5 grams (479 moles) of sodium hydride (99%) and 850 ml of dry N,N-dimethylformamide. To this mixture, 132 grams (437 moles) of 7-chloro-1,3-dihydro-3-methyl-5-phenyl-2H-1,3,4-benzotriazepine-2-thione (Example 15) was added with stirring using a screw feed solid addition apparatus while the system was flushed with dry nitrogen. Thirty minutes after addition was complete, the resulting reaction mass was cooled to about 6° C. and 30.0 ml (482 moles) of methyl... Reactants: COc1ccc(C(C)N)cn1, CS(C)=O, CC(C)Oc1ccc(C(C)NC(=O)C2CC2c2ccccc2)cn1. Yields the product COc1ccc(C(C)NC(=O)C2CC2c2ccccc2)cn1. RXN SMILES: [CH3:25][O:26][c:27]1[n:28][cH:29][c:30]([CH:31]([NH2:32])[CH3:33])[cH:34][cH:35]1.[CH3:36][S:37]([CH3:38])=[O:39].[CH:1]([CH3:2])([CH3:3])[O:4][c:5]1[cH:6][cH:7][c:8]([CH:11]([CH3:12])[NH:13][C:14](=[O:15])[CH:16]2[CH:17]([c:19]3[cH:20][cH:21][cH:22][cH:23][cH:24]3)[CH2:18]2)[cH:9][n:10]1>>[CH3:1][O:4][c:5]1[cH:6][cH:7][c:8]([CH:11]([CH3:12])[NH:13][C:14](=[O:15])[CH:16]2[CH:17]([c:19]3[cH:20][cH:21][cH:22][cH:23][cH:24]3)[CH2:18]2)[cH:9][n:10]1.